This data is from the Open Reaction Database (ORD), a public repository of structured organic reaction records. The task is: describe an organic reaction: reactants, conditions, products, and yield The reactants are CO, CC(C)c1ccc([N+](=O)[O-])cn1. The product is CC(C)c1ccc(N)cn1. As a reaction SMILES: [CH3:13][OH:14].[CH:1]([CH3:2])([CH3:3])[c:4]1[n:5][cH:6][c:7]([N+:10]([O-:11])=[O:12])[cH:8][cH:9]1>>[CH:1]([CH3:2])([CH3:3])[c:4]1[n:5][cH:6][c:7]([NH2:10])[cH:8][cH:9]1. Reactants: Cl (Hydrochloric acid), CC1=NC(=CC(=C1C(=O)OCC)OCC1=CC=C(C=C1)C1=C(C=CC=C1)C=1N=NN(N1)C(C1=CC=CC=C1)(C1=CC=CC=C1)C1=CC=CC=C1)C (ethyl 2,6-dimethyl-4-[(2'-(2-triphenylmethyl-2H-tetrazol-5-yl)biphenyl-4-yl)methoxy]pyridine-3-carboxylate). Run in O1CCOCC1 (dioxane). Run at time 3 hour. Yields the product Cl.CC1=NC(=CC(=C1C(=O)OCC)OCC1=CC=C(C=C1)C1=C(C=CC=C1)C1=NN=NN1)C (ethyl 2,6-dimethyl-4-[(2'-(1H-tetrazol-5-yl)biphenyl-4-yl)methoxy]pyridine-3-carboxylate hydrochloride). Reaction SMILES: [ClH:1].[CH3:2][C:3]1[C:8]([C:9]([O:11][CH2:12][CH3:13])=[O:10])=[C:7]([O:14][CH2:15][C:16]2[CH:21]=[CH:20][C:19]([C:22]3[CH:27]=[CH:26][CH:25]=[CH:24][C:23]=3[C:28]3[N:29]=[N:30][N:31](C(C4C=CC=CC=4)(C4C=CC=CC=4)C4C=CC=CC=4)[N:32]=3)=[CH:18][CH:17]=2)[CH:6]=[C:5]([CH3:52])[N:4]=1>O1CCOCC1>[ClH:1].[CH3:2][C:3]1[C:8]([C:9]([O:11][CH2:12][CH3:13])=[O:10])=[C:7]([O:14][CH2:15][C:16]2[CH:17]=[CH:18][C:19]([C:22]3[CH:27]=[CH:26][CH:25]=[CH:24][C:23]=3[C:28]3[NH:32][N:31]=[N:30][N:29]=3)=[CH:20][CH:21]=2)[CH:6]=[C:5]([CH3:52])[N:4]=1 |f:3.4|. Procedure: 6M Hydrochloric acid (10 ml) was added to a solution of ethyl 2,6-dimethyl-4-[(2'-(2-triphenylmethyl-2H-tetrazol-5-yl)biphenyl-4-yl)methoxy]pyridine-3-carboxylate (A) (600 mg) in dioxane (15 ml) and the mixture was stirred for 3 hours. Volatile material was removed by evaporation and the residue stirred for 30 minutes in a mixture of ethanol and ether (1:3 v/v, 20 ml). The insoluble solid was collected by filtration and recrystallised from a mixture of ethanol and methanol (1:1 v/v) to give ethy... Starting materials: CC(CCCC(C)C)OCCCCO (4-[(1,5-dimethylhexyl)oxy]butan-1-ol), C=1C=C[NH+]=CC1.[O-][Cr](=O)(=O)Cl (PCC), C(C)(=O)[O-].[Na+] (sodium acetate), CC1=CC(=C(C(=C1)C(C)(C)C)O)C(C)(C)C (stavox). Product: CC(CCCC(C)C)OCCCC=O (4-[(1,5-dimethylhexyl)oxy]butanal). Procedure details: A 250 mL 3-necked flask was equipped with a thermocouple pocket, magnetic stirrer and condenser. PCC (13.9 g, 0.64 mols), sodium acetate (1.22 g, 0.015 mol), stavox (0.01 g) and dichloromethane (100 mL) were added to the flask. 4-[(1,5-dimethylhexyl)oxy]butan-1-ol (10.0 g, 0.05 mol) was added over 5 minutes with stirring. The reaction was stirred for 3 hrs at room temperature. After this time the reaction mixture contained ca. 82% of the desired product (RPA GC). As a reaction SMILES: C1C=C[NH+]=CC=1.[O-][Cr](Cl)(=O)=O.C([O-])(=O)C.[Na+].CC1C=C(C(C)(C)C)C(O)=C(C(C)(C)C)C=1.[CH3:33][CH:34]([O:41][CH2:42][CH2:43][CH2:44][CH2:45][OH:46])[CH2:35][CH2:36][CH2:37][CH:38]([CH3:40])[CH3:39]>ClCCl>[CH3:33][CH:34]([O:41][CH2:42][CH2:43][CH2:44][CH:45]=[O:46])[CH2:35][CH2:36][CH2:37][CH:38]([CH3:39])[CH3:40] |f:0.1,2.3|. Yield: 82.0%. Solvent: ClCCl (dichloromethane). Starting materials: OCC1(CCN(CC1)C(=O)OC1C2CC3CC(CC1C3)C2)C2=CC=CC=C2 (2-adamantyl 4-(hydroxymethyl)-4-phenylpiperidine-1-carboxylate), [H-].[Na+] (NaH), oil, BrCC(=O)OC (methyl bromoacetate). Solvent: CN(C)C=O (DMF), CCOCC (ether). Conditions: time 0.5 hour. The product is COC(COCC1(CCN(CC1)C(=O)OC1C2CC3CC(CC1C3)C2)C2=CC=CC=C2)=O (2-adamantyl 4-((2-methoxy-2-oxoethoxy)methyl)-4-phenylpiperidine-1-carboxylate). Yield: 130.8%. RXN SMILES: [OH:1][CH2:2][C:3]1([C:22]2[CH:27]=[CH:26][CH:25]=[CH:24][CH:23]=2)[CH2:8][CH2:7][N:6]([C:9]([O:11][CH:12]2[CH:19]3[CH2:20][CH:15]4[CH2:16][CH:17]([CH2:21][CH:13]2[CH2:14]4)[CH2:18]3)=[O:10])[CH2:5][CH2:4]1.[H-].[Na+].Br[CH2:31][C:32]([O:34][CH3:35])=[O:33]>CN(C=O)C.CCOCC>[CH3:35][O:34][C:32](=[O:33])[CH2:31][O:1][CH2:2][C:3]1([C:22]2[CH:23]=[CH:24][CH:25]=[CH:26][CH:27]=2)[CH2:8][CH2:7][N:6]([C:9]([O:11][CH:12]2[CH:19]3[CH2:20][CH:15]4[CH2:16][CH:17]([CH2:21][CH:13]2[CH2:14]4)[CH2:18]3)=[O:10])[CH2:5][CH2:4]1 |f:1.2|. Reported procedure: To a stirred solution of 2-adamantyl 4-(hydroxymethyl)-4-phenylpiperidine-1-carboxylate (230 mg, 0.62 mmol) in dry DMF (5 mL) was added 60% NaH in oil (60 mg, 2.5 mmol). The mixture was stirred at rt for 0.5 h and methyl bromoacetate (0.24 mL, 2.5 mmol) was added. The mixture was stirred at 50° C. in an oil bath for 4 h. The mixture was diluted with ether (90 mL), washed with water (3×20 mL), dried over MgSO4 and concentrated to leave an oil (358 mg). This material was purified by column chromat...